This data is from the Open Reaction Database (ORD), a public repository of structured organic reaction records. The task is: describe an organic reaction: reactants, conditions, products, and yield The reactants are CC=1C=C(C=C(C1)C)C=1NC2=CC=C(C=C2C1CCNCCCCC1=CC=NC=C1)C(C)=O (1-{2-(3,5-dimethylphenyl)-3-[2-(4-pyridin-4-yl-butylamino)ethyl]-1H-indol-5-yl}ethanone), C(C)(=O)[O-].[Na+] (sodium acetate), Cl.O(C)N (methoxylamine hydrochloride). Reaction conditions: time 20 hour. Yields the product CON=C(C)C=1C=C2C(=C(NC2=CC1)C1=CC(=CC(=C1)C)C)CCNCCCCC1=CC=NC=C1 (1-{2-(3,5-dimethylphenyl)-3 -[2-(4-pyridin-4-yl-butylamino)ethyl]-1H-indol-5-yl}ethanone O-methyloxime). The yield is 98.1%. RXN SMILES: [CH3:1][C:2]1[CH:3]=[C:4]([C:9]2[NH:10][C:11]3[C:16]([C:17]=2[CH2:18][CH2:19][NH:20][CH2:21][CH2:22][CH2:23][CH2:24][C:25]2[CH:30]=[CH:29][N:28]=[CH:27][CH:26]=2)=[CH:15][C:14]([C:31](=O)[CH3:32])=[CH:13][CH:12]=3)[CH:5]=[C:6]([CH3:8])[CH:7]=1.C([O-])(=O)C.[Na+].Cl.[O:40]([NH2:42])[CH3:41]>>[CH3:41][O:40][N:42]=[C:31]([C:14]1[CH:15]=[C:16]2[C:11](=[CH:12][CH:13]=1)[NH:10][C:9]([C:4]1[CH:3]=[C:2]([CH3:1])[CH:7]=[C:6]([CH3:8])[CH:5]=1)=[C:17]2[CH2:18][CH2:19][NH:20][CH2:21][CH2:22][CH2:23][CH2:24][C:25]1[CH:30]=[CH:29][N:28]=[CH:27][CH:26]=1)[CH3:32] |f:1.2,3.4|. Reported procedure: To a solution of 1-{2-(3,5-dimethylphenyl)-3-[2-(4-pyridin-4-yl-butylamino)ethyl]-1H-indol-5-yl}ethanone (22 mg in 0.50 mL methanol) was added 102 mg sodium acetate (trihydrate) followed by 63 mg methoxylamine hydrochloride and the mixture stirred at room temperature. After 20 hours, the mixture was concentrated in vacuo and the residue suspended in ethyl acetate, and washed successively with saturated aqueous sodium bicarbonate and brine. The organic portion was dried over sodium sulfate and th... Starting materials: NC1=NC(=C(C(=N1)C=1OC=CC1)C#N)S(=O)C (2-amino-4-furan-2-yl-6-methanesulfinyl-pyrimidine-5-carbonitrile), NCCNC1=NC=C(C=C1)[N+](=O)[O-] (2-(2-aminoethylamino)-5-nitropyridine). Run in COCCOC (DME). The product is NC1=NC(=C(C(=N1)C=1OC=CC1)C#N)NCCNC1=NC=C(C=C1)[N+](=O)[O-] (2-Amino-4-furan-2-yl-6-[2-(5-nitro-pyridin-2-ylamino)-ethylamino]-pyrimidine-5-carbonitrile). As a reaction SMILES: [NH2:1][C:2]1[N:7]=[C:6]([C:8]2[O:9][CH:10]=[CH:11][CH:12]=2)[C:5]([C:13]#[N:14])=[C:4](S(C)=O)[N:3]=1.[NH2:18][CH2:19][CH2:20][NH:21][C:22]1[CH:27]=[CH:26][C:25]([N+:28]([O-:30])=[O:29])=[CH:24][N:23]=1>COCCOC>[NH2:1][C:2]1[N:7]=[C:6]([C:8]2[O:9][CH:10]=[CH:11][CH:12]=2)[C:5]([C:13]#[N:14])=[C:4]([NH:18][CH2:19][CH2:20][NH:21][C:22]2[CH:27]=[CH:26][C:25]([N+:28]([O-:30])=[O:29])=[CH:24][N:23]=2)[N:3]=1. Procedure details: From 2-amino-4-furan-2-yl-6-methanesulfinyl-pyrimidine-5-carbonitrile and 2-(2-aminoethylamino)-5-nitropyridine in DME. ES-MS m/e (%): 389 (M+Na+, 15), 367 (M+H+, 100). Procedure: 1 g (6.2 mmol) 3-Chloro-2-fluoroanisole in 20 ml THF are cooled to −70° C. and 2.7 ml of a 2.5 M n-butyl lithium solution in hexane are added. After one hour at −70° 3.93 ml DMF in 7 ml THF are added at −70° C. and the mixture is stirred another hour at −70° C. 15 ml of a 1M aqueous HCl are added and the reaction is warmed to ambient temperature over 18 hours. The reaction mixture is partitioned between diethyl ether and water. The aqueous phase is extracted with diethyl ether, the combined orga... The solvent is CCCCCC (hexane), C1CCOC1 (THF), C1CCOC1 (THF). Starting materials: C(CCC)[Li] (n-butyl lithium), CN(C)C=O (DMF), Cl (HCl), ClC=1C(=C(C=CC1)OC)F (3-Chloro-2-fluoroanisole). RXN SMILES: [Cl:1][C:2]1[C:3]([F:10])=[C:4]([O:8][CH3:9])[CH:5]=[CH:6][CH:7]=1.C([Li])CCC.CN([CH:19]=[O:20])C.Cl>C1COCC1.CCCCCC>[Cl:1][C:2]1[C:3]([F:10])=[C:4]([O:8][CH3:9])[CH:5]=[CH:6][C:7]=1[CH:19]=[O:20]. Reaction conditions: temperature -70 celsius. Yields the product ClC1=C(C=O)C=CC(=C1F)OC (2-chloro-3-fluoro-4-methoxybenzaldehyde). Starting materials: CC(=O)O, CN, ClCCCl, Cl, O=C1CC=C(c2c[nH]c3cc([N+](=O)[O-])ccc23)CC1, [Na+], [OH-]. Product: CNC1CC=C(c2c[nH]c3cc([N+](=O)[O-])ccc23)CC1. As a reaction SMILES: [C:20]([OH:21])(=[O:22])[CH3:23].[CH3:25][NH2:26].[Cl:29][CH2:30][CH2:31][Cl:32].[ClH:24].[N+:1](=[O:2])([O-:3])[c:4]1[cH:5][cH:6][c:7]2[c:8]([C:13]3=[CH:14][CH2:15][C:16](=[O:19])[CH2:17][CH2:18]3)[cH:9][nH:10][c:11]2[cH:12]1.[Na+:28].[OH-:27]>>[N+:1](=[O:2])([O-:3])[c:4]1[cH:5][cH:6][c:7]2[c:8]([C:13]3=[CH:14][CH2:15][CH:16]([NH:26][CH3:25])[CH2:17][CH2:18]3)[cH:9][nH:10][c:11]2[cH:12]1.